This data is from the Open Reaction Database (ORD), a public repository of structured organic reaction records. The task is: describe an organic reaction: reactants, conditions, products, and yield Reactants: O=C([O-])[O-], CN(C)C=O, Cc1oc(-c2ccccc2)nc1CCl, [K+], [K+], O, OCc1ccc(O)cc1. Yields the product Cc1oc(-c2ccccc2)nc1COc1ccc(CO)cc1. As a reaction SMILES: [C:24](=[O:25])([O-:26])[O-:27].[CH3:31][N:32]([CH3:33])[CH:34]=[O:35].[Cl:1][CH2:2][c:3]1[n:4][c:5](-[c:9]2[cH:10][cH:11][cH:12][cH:13][cH:14]2)[o:6][c:7]1[CH3:8].[K+:28].[K+:29].[OH2:30].[OH:15][c:16]1[cH:17][cH:18][c:19]([CH2:20][OH:21])[cH:22][cH:23]1>>[CH2:2]([c:3]1[n:4][c:5](-[c:9]2[cH:10][cH:11][cH:12][cH:13][cH:14]2)[o:6][c:7]1[CH3:8])[O:15][c:16]1[cH:17][cH:18][c:19]([CH2:20][OH:21])[cH:22][cH:23]1. Product: CCOC(=O)C(=Cc1cccs1)C(=O)C(OCC)OCC. Starting materials: C1CCNCC1, CCOC(=O)CC(=O)C(OCC)OCC, CCOCC, c1ccccc1, O=Cc1cccs1. Reaction SMILES: [CH2:23]1[CH2:24][CH2:25][NH:26][CH2:27][CH2:28]1.[CH2:8]([CH3:9])[O:10][CH:11]([C:12]([CH2:13][C:14](=[O:15])[O:16][CH2:17][CH3:18])=[O:19])[O:20][CH2:21][CH3:22].[CH3:29][CH2:30][O:31][CH2:32][CH3:33].[cH:34]1[cH:35][cH:36][cH:37][cH:38][cH:39]1.[s:1]1[c:2]([CH:6]=[O:7])[cH:3][cH:4][cH:5]1>>[s:1]1[c:2]([CH:6]=[C:13]([C:12]([CH:11]([O:10][CH2:8][CH3:9])[O:20][CH2:21][CH3:22])=[O:19])[C:14](=[O:15])[O:16][CH2:17][CH3:18])[cH:3][cH:4][cH:5]1.